This data is from the Open Reaction Database (ORD), a public repository of structured organic reaction records. The task is: describe an organic reaction: reactants, conditions, products, and yield Reactants: BrC1=CC=C(C=O)C=C1 (4-bromobenzaldehyde), C=CC1=CC=CC=C1 (styrene). The reagents and catalysts are [Pd] (Pd). Product: C(=O)C1=CC=C(C=C1)C=CC1=CC=CC=C1 (4-formylstilbene). Yield: 72.0%. Reaction SMILES: Br[C:2]1[CH:9]=[CH:8][C:5]([CH:6]=[O:7])=[CH:4][CH:3]=1.[CH2:10]=[CH:11][C:12]1[CH:17]=[CH:16][CH:15]=[CH:14][CH:13]=1>[Pd]>[CH:6]([C:5]1[CH:8]=[CH:9][C:2]([CH:10]=[CH:11][C:12]2[CH:17]=[CH:16][CH:15]=[CH:14][CH:13]=2)=[CH:3][CH:4]=1)=[O:7]. Procedure details: The procedure described in Example 26 is repeated, but using 4.63 g (25 mmols) of 4-bromobenzaldehyde and 3.16 ml (27.5 mmols) of styrene. After a reaction time of 4 hours at 130° C., 3.74 g (18.0 mmols) of 4-formylstilbene are obtained, corresponding to a yield of 72% of theory (conversion figure 7200; Pd content 0.01 mol %). Reactants: C1CCNCC1, SCc1ccccc1, CC(C)=O, C[N+](=O)[O-], O, c1ccccc1. Yields the product CC(C)(C[N+](=O)[O-])SCc1ccccc1. RXN SMILES: [CH2:17]1[CH2:18][CH2:19][NH:20][CH2:21][CH2:22]1.[CH2:5]([c:6]1[cH:7][cH:8][cH:9][cH:10][cH:11]1)[SH:12].[CH3:1][C:2]([CH3:3])=[O:4].[N+:13](=[O:14])([O-:15])[CH3:16].[OH2:29].[cH:23]1[cH:24][cH:25][cH:26][cH:27][cH:28]1>>[CH3:1][C:2]([CH3:3])([S:12][CH2:5][c:6]1[cH:7][cH:8][cH:9][cH:10][cH:11]1)[CH2:16][N+:13](=[O:14])[O-:15]. The reactants are COc1ccc(CN(Cc2ccc(OC)cc2)c2ncc(-c3nc(N4CCOCC4)nc4c3CCN4c3ccc(C(=O)O)cc3)cn2)cc1, CC(C)N1CCNCC1. Yields the product COc1ccc(CN(Cc2ccc(OC)cc2)c2ncc(-c3nc(N4CCOCC4)nc4c3CCN4c3ccc(C(=O)N4CCN(C(C)C)CC4)cc3)cn2)cc1. Reaction SMILES: [CH3:1][O:2][c:3]1[cH:4][cH:5][c:6]([CH2:7][N:8]([c:9]2[n:10][cH:11][c:12](-[c:15]3[c:16]4[c:17]([n:18][c:19]([N:21]5[CH2:22][CH2:23][O:24][CH2:25][CH2:26]5)[n:20]3)[N:27]([c:30]3[cH:31][cH:32][c:33]([C:34](=[O:35])[OH:36])[cH:37][cH:38]3)[CH2:28][CH2:29]4)[cH:13][n:14]2)[CH2:39][c:40]2[cH:41][cH:42][c:43]([O:46][CH3:47])[cH:44][cH:45]2)[cH:48][cH:49]1.[CH:50]([CH3:51])([CH3:52])[N:53]1[CH2:54][CH2:55][NH:56][CH2:57][CH2:58]1>>[CH3:1][O:2][c:3]1[cH:4][cH:5][c:6]([CH2:7][N:8]([c:9]2[n:10][cH:11][c:12](-[c:15]3[c:16]4[c:17]([n:18][c:19]([N:21]5[CH2:22][CH2:23][O:24][CH2:25][CH2:26]5)[n:20]3)[N:27]([c:30]3[cH:31][cH:32][c:33]([C:34](=[O:36])[N:56]5[CH2:55][CH2:54][N:53]([CH:50]([CH3:51])[CH3:52])[CH2:58][CH2:57]5)[cH:37][cH:38]3)[CH2:28][CH2:29]4)[cH:13][n:14]2)[CH2:39][c:40]2[cH:41][cH:42][c:43]([O:46][CH3:47])[cH:44][cH:45]2)[cH:48][cH:49]1.